This data is from the Open Reaction Database (ORD), a public repository of structured organic reaction records. The task is: describe an organic reaction: reactants, conditions, products, and yield The reactants are CC(C)C(=O)Nc1cccc(C2CCNCC2)c1, O=Cc1cccn1-c1ccc(Cl)cc1. The product is CC(C)C(=O)Nc1cccc(C2CCN(Cc3cccn3-c3ccc(Cl)cc3)CC2)c1. RXN SMILES: [CH3:15][CH:16]([C:17](=[O:18])[NH:19][c:20]1[cH:21][c:22]([CH:26]2[CH2:27][CH2:28][NH:29][CH2:30][CH2:31]2)[cH:23][cH:24][cH:25]1)[CH3:32].[Cl:1][c:2]1[cH:3][cH:4][c:5](-[n:8]2[c:9]([CH:13]=[O:14])[cH:10][cH:11][cH:12]2)[cH:6][cH:7]1>>[Cl:1][c:2]1[cH:3][cH:4][c:5](-[n:8]2[c:9]([CH2:13][N:29]3[CH2:28][CH2:27][CH:26]([c:22]4[cH:21][c:20]([NH:19][C:17]([CH:16]([CH3:15])[CH3:32])=[O:18])[cH:25][cH:24][cH:23]4)[CH2:31][CH2:30]3)[cH:10][cH:11][cH:12]2)[cH:6][cH:7]1. Reactants: CCOC(=O)c1nc(-c2ccccc2OC)n(C)c(=O)c1O, Cc1ccc(CN)cc1C. Yields the product COc1ccccc1-c1nc(C(=O)NCc2ccc(C)c(C)c2)c(O)c(=O)n1C. As a reaction SMILES: [CH2:1]([O:2][C:4](=[O:5])[c:6]1[n:7][c:8](-[c:15]2[c:16]([O:21][CH3:22])[cH:17][cH:18][cH:19][cH:20]2)[n:9]([CH3:14])[c:10](=[O:13])[c:11]1[OH:12])[CH3:3].[CH3:23][c:24]1[cH:25][c:26]([CH2:27][NH2:28])[cH:29][cH:30][c:31]1[CH3:32]>>[C:4](=[O:5])([c:6]1[n:7][c:8](-[c:15]2[c:16]([O:21][CH3:22])[cH:17][cH:18][cH:19][cH:20]2)[n:9]([CH3:14])[c:10](=[O:13])[c:11]1[OH:12])[NH:28][CH2:27][c:26]1[cH:25][c:24]([CH3:23])[c:31]([CH3:32])[cH:30][cH:29]1. The reactants are C(C)(C)(C)O (tert-butanol), C1(CCC(=O)O1)=O (succinic anhydride), ON1C(CCC1=O)=O (N-hydroxysuccinimide). Reagents/catalysts: CN(C1=CC=NC=C1)C (4-dimethylaminopyridine). Product: Sodium 2,2-d2-4-hydroxybutyrate, C(C)(C)(C)OC(CCC(=O)O)=O (succinic acid mono-tert-butyl ester). RXN SMILES: [C:1]1(=[O:7])[O:6][C:4](=[O:5])[CH2:3][CH2:2]1.ON1C(=O)CCC1=O.[C:16]([OH:20])([CH3:19])([CH3:18])[CH3:17]>CN(C)C1C=CN=CC=1>[C:16]([O:20][C:4](=[O:5])[CH2:3][CH2:2][C:1]([OH:6])=[O:7])([CH3:19])([CH3:18])[CH3:17]. Procedure: Sodium 2,2-d2-4-hydroxybutyrate is prepared in the following manner: treatment of succinic anhydride with tert-butanol, N-hydroxysuccinimide, and 4-dimethylaminopyridine (4-DMAP) according to the procedure of Yao, Z-J., et al, J. Org. Chem. 2003, 68, 6679-6684 affords the succinic acid mono-tert-butyl ester. In accordance with Yao, reduction of the succinic acid with borane-dimethyl sulfide complex gives the 4-hydroxybutanoic acid tert-butyl ester. Subjecting the ester to hydrogen/deuterium exch... Starting materials: mixture, [Br-].C[N+]=1C=CN2C1C(NC1=C2CC=2C=CC(=CC21)C)=O (3,7-dimethyl-4-oxo-5H, 10H-imidazo[1,2-a]indeno[1,2-e]pyrazinium bromide), C (charcoal). The solvent is O (water), CN(C=O)C (dimethylformamide), O (water), N1C=NC=C1 (imidazole). Run at temperature 100 celsius, time 16 hour. Yields the product CC=1C=CC=2CC3=C(NC(C=4N3C=CN4)=O)C2C1 (7-methyl-5H, 10H-imidazo[1,2-a]indeno[1,2-e]pyrazin-4-one). The yield is 18.3%. As a reaction SMILES: [Br-].C[N+:3]1[CH:4]=[CH:5][N:6]2[C:11]3[CH2:12][C:13]4[CH:14]=[CH:15][C:16]([CH3:19])=[CH:17][C:18]=4[C:10]=3[NH:9][C:8](=[O:20])[C:7]=12.C>N1C=CN=C1.CN(C)C=O.O>[CH3:19][C:16]1[CH:15]=[CH:14][C:13]2[CH2:12][C:11]3[N:6]4[CH:5]=[CH:4][N:3]=[C:7]4[C:8](=[O:20])[NH:9][C:10]=3[C:18]=2[CH:17]=1 |f:0.1|. Procedure details: A solution of 2.3 g of 3,7-dimethyl-4-oxo-5H, 10H-imidazo[1,2-a]indeno[1,2-e]pyrazinium bromide in 15 g of imidazole is stirred under a nitrogen atmosphere for 20 hours at 160° C., cooled to 100° C. and then poured over 60 g of a mixture of distilled water and ice. The insoluble matter is separated by filtration, washed twice with a total of 10 ml of distilled water and with 5 ml of ethyl ether and then air dried. The product (1.7 g) is chromatographed on 100 g of neutral silica gel (0.020-0.045... The reactants are CO, [Na+], [OH-], O, O=C1c2ccccc2NC(c2ccccc2)C1O, OO. Product: O=C1c2ccccc2N=C(c2ccccc2)C1O. As a reaction SMILES: [CH3:21][OH:22].[Na+:20].[OH-:19].[OH2:25].[OH:1][CH:2]1[CH:3]([c:13]2[cH:14][cH:15][cH:16][cH:17][cH:18]2)[NH:4][c:5]2[c:6]([cH:9][cH:10][cH:11][cH:12]2)[C:7]1=[O:8].[OH:23][OH:24]>>[OH:1][CH:2]1[C:3]([c:13]2[cH:14][cH:15][cH:16][cH:17][cH:18]2)=[N:4][c:5]2[c:6]([cH:9][cH:10][cH:11][cH:12]2)[C:7]1=[O:8].